This data is from the Open Reaction Database (ORD), a public repository of structured organic reaction records. The task is: describe an organic reaction: reactants, conditions, products, and yield Starting materials: FC1=CC=C(C=C1)C1=NC(=NC=2CC(CCC12)=O)C(C)C (4-(4-Fluoro-phenyl)-2-isopropyl-5,8-dihydro-6H-quinazolin-7-one), N1CCCC1 (pyrrolidine), [BH3-]C#N.[Na+] (NaBH3CN), Cl (HCl). The reagents and catalysts are CC1=C(C=C(C(=C1Br)O)Br)C2(C=3C=CC=CC3S(=O)(=O)O2)C=4C=C(C(=C(C4C)Br)O)Br (bromocresol green). Run in CO (MeOH), CO (MeOH). Run at time 30 minute. Product: FC1=CC=C(C=C1)C1=NC(=NC=2CC(CCC12)N1CCCC1)C(C)C (4-(4-Fluoro-phenyl)-2-isopropyl-7-pyrrolidin-1-yl-5,6,7,8-tetrahydro-quinazoline). Reaction SMILES: [F:1][C:2]1[CH:7]=[CH:6][C:5]([C:8]2[C:17]3[CH2:16][CH2:15][C:14](=O)[CH2:13][C:12]=3[N:11]=[C:10]([CH:19]([CH3:21])[CH3:20])[N:9]=2)=[CH:4][CH:3]=1.[NH:22]1[CH2:26][CH2:25][CH2:24][CH2:23]1.[BH3-]C#N.[Na+].Cl>CO.CC1C(Br)=C(O)C(Br)=CC=1C1(C2C=C(Br)C(O)=C(Br)C=2C)OS(=O)(=O)C2C=CC=CC1=2>[F:1][C:2]1[CH:7]=[CH:6][C:5]([C:8]2[C:17]3[CH2:16][CH2:15][CH:14]([N:22]4[CH2:26][CH2:25][CH2:24][CH2:23]4)[CH2:13][C:12]=3[N:11]=[C:10]([CH:19]([CH3:21])[CH3:20])[N:9]=2)=[CH:4][CH:3]=1 |f:2.3|. Reported procedure: To a solution of the product of Step F (0.128 g) in MeOH (4 mL) was added of bromocresol green (0.003 g), pyrrolidine (0.06 mL), and NaBH3CN (0.20 g). To this mixture was added 1 M HCl in MeOH until a persistent color change to yellow was observed. After 30 min, the mixture was quenched with 1 M NaOH and poured into water (50 mL). The mixture was extracted with CH2Cl2, dried and concentrated. Chromatography on SiO2 (0 to 5% 2 M NH3 in MeOH/CH2Cl2) afforded 0.015 g of the desired compound. MS (ES...